This data is from the Open Reaction Database (ORD), a public repository of structured organic reaction records. The task is: describe an organic reaction: reactants, conditions, products, and yield The reactants are Br, Cc1cc(C(=O)C(C#N)c2ccccc2)ccn1, [Na+], O=C([O-])O. The product is Cc1cc(C(=O)Cc2ccccc2)ccn1. As a reaction SMILES: [BrH:24].[CH3:1][c:2]1[n:3][cH:4][cH:5][c:6]([C:8]([CH:9]([C:10]#[N:11])[c:12]2[cH:13][cH:14][cH:15][cH:16][cH:17]2)=[O:18])[cH:7]1.[Na+:23].[O-:19][C:20]([OH:21])=[O:22]>>[CH3:1][c:2]1[n:3][cH:4][cH:5][c:6]([C:8]([CH2:9][c:12]2[cH:13][cH:14][cH:15][cH:16][cH:17]2)=[O:18])[cH:7]1. Starting materials: CN1CCCC1=O, Cc1cc(F)ccc1[N+](=O)[O-], [K+], [K+], NCCCCCO, O=C([O-])[O-], O. Yields the product Cc1cc(NCCCCCO)ccc1[N+](=O)[O-]. Reaction SMILES: [CH3:12][N:13]1[CH2:14][CH2:15][CH2:16][C:17]1=[O:18].[F:1][c:2]1[cH:3][cH:4][c:5]([N+:9](=[O:10])[O-:11])[c:6]([CH3:8])[cH:7]1.[K+:26].[K+:27].[NH2:19][CH2:20][CH2:21][CH2:22][CH2:23][CH2:24][OH:25].[O-:28][C:29]([O-:30])=[O:31].[OH2:32]>>[c:2]1([NH:19][CH2:20][CH2:21][CH2:22][CH2:23][CH2:24][OH:25])[cH:3][cH:4][c:5]([N+:9](=[O:10])[O-:11])[c:6]([CH3:8])[cH:7]1. RXN SMILES: [CH2:7]([CH3:8])[O:9][c:10]1[c:11]([F:20])[c:12]2[c:13]([n:14][cH:15]1)[nH:16][cH:17][c:18]2[NH2:19].[CH:1]1([C:4](=[O:5])[Cl:6])[CH2:2][CH2:3]1.[cH:21]1[cH:22][cH:23][n:24][cH:25][cH:26]1>>[CH:1]1([C:4](=[O:5])[NH:19][c:18]2[c:12]3[c:11]([F:20])[c:10]([O:9][CH2:7][CH3:8])[cH:15][n:14][c:13]3[nH:16][cH:17]2)[CH2:2][CH2:3]1. The reactants are CCOc1cnc2[nH]cc(N)c2c1F, O=C(Cl)C1CC1, c1ccncc1. Product: CCOc1cnc2[nH]cc(NC(=O)C3CC3)c2c1F. Reactants: P(=O)([O-])([O-])[O-] (phosphate), ( a ), COC1=CC=C2CCC(CC2=C1)C(=O)OC (methyl 7-methoxy-1,2,3,4-tetrahydro-2-naphthoate), ( G ), A-436435, II, CC(OCC(OC(C)=O)COC(C)=O)=O (triacetin), Cl (HCl), solution, [OH-].[Na+] (NaOH). Solvent: C(Cl)(Cl)Cl (CHCl3), C(C)(C)(C)O (tert-butanol). Conditions: time 6 hour. Yields the product COC1=CC=C2CC[C@H](CC2=C1)C(=O)O (7-Methoxy-1,2,3,4-tetrahydro-(2R)-2-naphthoic acid). As a reaction SMILES: [CH3:1][O:2][C:3]1[CH:12]=[C:11]2[C:6]([CH2:7][CH2:8][CH:9]([C:13]([O:15]C)=[O:14])[CH2:10]2)=[CH:5][CH:4]=1.P([O-])([O-])([O-])=O.Cl.CC(=O)OCC(COC(=O)C)OC(=O)C.[OH-].[Na+]>C(O)(C)(C)C.C(Cl)(Cl)Cl>[CH3:1][O:2][C:3]1[CH:12]=[C:11]2[C:6]([CH2:7][CH2:8][C@@H:9]([C:13]([OH:15])=[O:14])[CH2:10]2)=[CH:5][CH:4]=1 |f:4.5|. Procedure details: 5 g (0.022 mol) of methyl 7-methoxy-1,2,3,4-tetrahydro-2-naphthoate are dissolved in 175 ml of tert-butanol, and 500 ml of phosphate buffer at pH 7 are added to the solution prepared in this way. The pH of the solution, which rises to a value of 7.3-7.5, is lowered to 7.1 by the addition of 1N HCl. 3.5 g of Sigma PPL enzyme (known as porcine pancreatic lipase type II, crude, Sigma L-3126--39 U/mg using triacetin) are added to the mixture. The pH tends to drop as the reaction progresses, but is k... The reactants are CC(C)([O-])C.[K+] (Potassium tert-butoxide), solution, ClCCN(P(=O)(N(CCCl)CCCl)Cl)CCCl (N,N,N′,N′-Tetrakis(2-chloroethyl)phosphorodiamidoyl chloride), OCCSCCO (bis(2-hydroxyethyl)sulfide). Run in O1CCCC1 (tetrahydrofuran), O1CCCC1 (tetrahydrofuran), C(C)(=O)OCC (ethyl acetate). Reaction conditions: temperature 2.5 celsius, time 30 minute. Product: ClCCN(P(OCCSCCO)(=O)N(CCCl)CCCl)CCCl (5-Hydroxy-3-thiapentyl N,N,N′,N′-tetrakis(2-chloroethyl)phosphorodiamidate). The yield is 42.6%. As a reaction SMILES: [Cl:1][CH2:2][CH2:3][N:4]([CH2:15][CH2:16][Cl:17])[P:5](Cl)([N:7]([CH2:11][CH2:12][Cl:13])[CH2:8][CH2:9][Cl:10])=[O:6].[OH:18][CH2:19][CH2:20][S:21][CH2:22][CH2:23][OH:24].CC(C)([O-])C.[K+]>O1CCCC1.C(OCC)(=O)C>[Cl:17][CH2:16][CH2:15][N:4]([CH2:3][CH2:2][Cl:1])[P:5]([N:7]([CH2:11][CH2:12][Cl:13])[CH2:8][CH2:9][Cl:10])(=[O:6])[O:18][CH2:19][CH2:20][S:21][CH2:22][CH2:23][OH:24] |f:2.3|. Procedure: N,N,N′,N′-Tetrakis(2-chloroethyl)phosphorodiamidoyl chloride, 636 mg (1.745 mmol), and bis(2-hydroxyethyl)sulfide, 1 mL (9.67 mmol), were dissolved in 8 mL anhydrous tetrahydrofuran and cooled to 0-5° C. in an ice-water bath. Potassium tert-butoxide, 1.8 mL of 1 M solution in tetrahydrofuran (1.8 mmol), was added over a 10 minute period, and the reaction mixture kept at 0-5° C. for another 30 minutes. The reaction mixture was allowed to warm to room temperature and stirred at room temperature fo... Starting materials: C1(=CC=CC=C1)CS(=O)(=O)F (α-toluenesulfonyl fluoride), C[Si]([O-])(C)C.[K+] (potassium trimethylsilanolate). Solvent: O1CCCC1 (tetrahydrofuran), O1CCCC1 (tetrahydrofuran). Product: C1(=CC=CC=C1)CS(=O)(=O)[O-].[K+] (Potassium α-toluenesulfonate). The yield is 58.3%. As a reaction SMILES: [C:1]1([CH2:7][S:8](F)(=[O:10])=[O:9])[CH:6]=[CH:5][CH:4]=[CH:3][CH:2]=1.C[Si](C)(C)[O-:14].[K+:17]>O1CCCC1>[C:1]1([CH2:7][S:8]([O-:10])(=[O:14])=[O:9])[CH:6]=[CH:5][CH:4]=[CH:3][CH:2]=1.[K+:17] |f:1.2,4.5|. Procedure: The procedure of Example 1 was followed using α-toluenesulfonyl fluoride (2.0 g, 11.5 mmol) in dry tetrahydrofuran (15 mL), potassium trimethylsilanolate (1.48 g, 11.5 mmol) and dry tetrahydrofuran (45 mL), and 2 h of heating at reflux. Potassium α-toluenesulfonate (1.41 g, 58% yield) was isolated as a white solid: 1H NMR (D2O) δ 4.1 (s, CH2, 2H), 7.4 ppm (s, Ar--H's, 5H). Reaction SMILES: Cl.[CH:2]1([N:5]2[CH2:10][C:9]3([CH2:15][CH2:14][NH:13][CH2:12][CH2:11]3)[O:8][CH2:7][C:6]2=[O:16])[CH2:4][CH2:3]1.[OH-].[Na+].[Br:19][C:20]1[CH:27]=[CH:26][C:23]([CH:24]=O)=[C:22]([F:28])[CH:21]=1.C([Si]([O:36][C:37]([O:39][CH3:40])=[CH2:38])(C)C)(C)(C)C.B(OC)(OC)OC>ClCCl>[Br:19][C:20]1[CH:27]=[CH:26][C:23]([CH:24]([N:13]2[CH2:12][CH2:11][C:9]3([O:8][CH2:7][C:6](=[O:16])[N:5]([CH:2]4[CH2:4][CH2:3]4)[CH2:10]3)[CH2:15][CH2:14]2)[CH2:38][C:37]([O:39][CH3:40])=[O:36])=[C:22]([F:28])[CH:21]=1 |f:0.1,2.3|. Yield: 60.4%. Product: BrC1=CC(=C(C=C1)C(CC(=O)OC)N1CCC2(CN(C(CO2)=O)C2CC2)CC1)F (Methyl 3-(4-bromo-2-fluorophenyl)-3-(4-cyclopropyl-3-oxo-1-oxa-4,9-diazaspiro[5.5]undecan-9-yl)propanoate). Run in ClCCl (dichloromethane). The reactants are Cl.C1(CC1)N1C(COC2(C1)CCNCC2)=O (4-cyclopropyl-1-oxa-4,9-diazaspiro[5.5]undecan-3-one hydrochloride), [OH-].[Na+] (NaOH), BrC1=CC(=C(C=O)C=C1)F (4-bromo-2-fluorobenzaldehyde), C(C)(C)(C)[Si](C)(C)OC(=C)OC (tert-butyl((1-methoxyvinyl)oxy)dimethylsilane), B(OC)(OC)OC (trimethyl borate). Conditions: time 1 hour. Procedure: A suspension of 4-cyclopropyl-1-oxa-4,9-diazaspiro[5.5]undecan-3-one hydrochloride (4.05 mmol) in dichloromethane (10 mL) was treated with 1N aq NaOH (10.00 mmol) and was allowed to stir for 1 h, during which time the organic layer turned clear. The organic layer was partitioned from the aqueous layer, which was subsequently extracted with dichloromethane four times. The dichloromethane layers were combined, dried over sodium sulfate, filtered and concentrated in vacuo. This resulting residue wa...